From a dataset of the Open Reaction Database (ORD), a public repository of structured organic reaction records. describe an organic reaction: reactants, conditions, products, and yield Reactants: O (water), COC1=CC(=C(C=C1)N=NC1=C(C=C(C=C1)O)O)[N+](=O)[O-] (4-(4-methoxy-2-nitrophenylazo)benzene-1,3-diol), C([O-])([O-])=O.[K+].[K+] (potassium carbonate), ClCCC[Si](C)(C)C (3-Chloropropyltrimethylsilane). Run in CN(C=O)C (dimethylformamide). Conditions: temperature 75 celsius, time 20 minute. Product: COC1=CC(=C(C=C1)N=NC1=C(C=C(C=C1)OCCC[Si](C)(C)C)O)[N+](=O)[O-] (2-(4-methoxy-2-nitrophenylazo)-5-(3-trimethylsilanylpropoxy)phenol). Reaction SMILES: [CH3:1][O:2][C:3]1[CH:8]=[CH:7][C:6]([N:9]=[N:10][C:11]2[CH:16]=[CH:15][C:14]([OH:17])=[CH:13][C:12]=2[OH:18])=[C:5]([N+:19]([O-:21])=[O:20])[CH:4]=1.C(=O)([O-])[O-].[K+].[K+].Cl[CH2:29][CH2:30][CH2:31][Si:32]([CH3:35])([CH3:34])[CH3:33].O>CN(C)C=O>[CH3:1][O:2][C:3]1[CH:8]=[CH:7][C:6]([N:9]=[N:10][C:11]2[CH:16]=[CH:15][C:14]([O:17][CH2:29][CH2:30][CH2:31][Si:32]([CH3:35])([CH3:34])[CH3:33])=[CH:13][C:12]=2[OH:18])=[C:5]([N+:19]([O-:21])=[O:20])[CH:4]=1 |f:1.2.3|. Procedure: A mixture of 4-(4-methoxy-2-nitrophenylazo)benzene-1,3-diol (2.5 g, i.e. 0.0086 mol) and potassium carbonate (1.24 g) in 30 ml of dimethylformamide was brought to 70-75° C. 3-Chloropropyltrimethylsilane (1.24 g, i.e. 0.0086 mol) was added thereto over 20 minutes. The mixture was stirred at 75° C. for 6 hours. The reaction mixture was then poured into 50 ml of water and extracted with diisopropyl ether. The organic phase was dried, concentrated and purified by column chromatography (eluent: 50/50... Reactants: C1(CCCCC1)C=1C=2C=CC(=CC2N2C1C1=C(CN(CC2)CCN2CCOCC2)C=CC=C1)C(=O)OC (methyl 14-cyclohexyl-6-(2-morpholin-4-ylethyl)-5,6,7,8-tetrahydroindolo[2,1-a][2,5]benzodiazocine-11-carboxylate). Run in C1CCOC1.CO (THF MeOH), [OH-].[Na+] (NaOH). Reaction conditions: time 8 hour. The product is C1(CCCCC1)C=1C=2C=CC(=CC2N2C1C1=C(CN(CC2)CCN2CCOCC2)C=CC=C1)C(=O)O (14-cyclohexyl-6-(2-morpholin-4-ylethyl)-5,6,7,8-tetrahydroindolo[2,1-a][2,5]benzodiazocine-11-carboxylic acid). Yield: 20.0%. RXN SMILES: [CH:1]1([C:7]2[C:8]3[CH:9]=[CH:10][C:11]([C:34]([O:36]C)=[O:35])=[CH:12][C:13]=3[N:14]3[CH2:21][CH2:20][N:19]([CH2:22][CH2:23][N:24]4[CH2:29][CH2:28][O:27][CH2:26][CH2:25]4)[CH2:18][C:17]4[CH:30]=[CH:31][CH:32]=[CH:33][C:16]=4[C:15]=23)[CH2:6][CH2:5][CH2:4][CH2:3][CH2:2]1>C1COCC1.CO.[OH-].[Na+]>[CH:1]1([C:7]2[C:8]3[CH:9]=[CH:10][C:11]([C:34]([OH:36])=[O:35])=[CH:12][C:13]=3[N:14]3[CH2:21][CH2:20][N:19]([CH2:22][CH2:23][N:24]4[CH2:29][CH2:28][O:27][CH2:26][CH2:25]4)[CH2:18][C:17]4[CH:30]=[CH:31][CH:32]=[CH:33][C:16]=4[C:15]=23)[CH2:6][CH2:5][CH2:4][CH2:3][CH2:2]1 |f:1.2,3.4|. Procedure: The crude methyl 14-cyclohexyl-6-(2-morpholin-4-ylethyl)-5,6,7,8-tetrahydroindolo[2,1-a][2,5]benzodiazocine-11-carboxylate was dissolved in THF/MeOH (1:1) and to that solution an excess of NaOH (1N) was added. The solution was stirred at RT overnight. The solvent was evaporated in vacuo. The crude was then purified by automated RP-MS-HPLC (stationary phase: column Waters XTERRA prep. C18, 5 um, 19×100 mm. Mobile phase: MeCN/H2O buffered with 0.1% TFA). Fractions containing the pure compound were... Reactants: FC(S(=O)(=O)OCCF)(F)F (2-Fluoroethyl trifluoromethanesulfonate), C(C=C)OC(=O)N1C[C@H](C[C@H]1CC1=CN2C(S1)=CN=C2)SC=2[C@@H]([C@H]1N(C2C(=O)OCC=C)C([C@@H]1[C@@H](C)O)=O)C (allyl(1R,5S,6S)-2-[(3S,5S)-1-allyloxycarbonyl-5-(imidazo[5,1-b]thiazol-2-yl)methylpyrrolidin-3-yl]thio-6-((1R)-1-hydroxyethyl)-1-methylcarbapen-2-em-3-carboxylate). Reaction conditions: time 2 hour. The product is FC(S(=O)(=O)[O-])(F)F.C(C=C)OC(=O)N1C[C@H](C[C@H]1CC1=C[N+]=2C(S1)=CN(C2)CCF)SC=2[C@@H]([C@H]1N(C2C(=O)OCC=C)C([C@@H]1[C@@H](C)O)=O)C (allyl(1R,5S,6S)-2-[(3S,5S)-1-allyloxycarbonyl-5-[6-(2-fluoroethyl)imidazo[5,1-b]thiazolium-2-yl]methylpyrrolidin-3-yl]thio-6-((1R)-1-hydroxyethyl)-1-methylcarbapen-2-em-3-carboxylate trifluoromethanesulfonate). Isolated yield 98.1%. As a reaction SMILES: [F:1][C:2]([F:11])([F:10])[S:3]([O:6][CH2:7][CH2:8][F:9])(=[O:5])=[O:4].[CH2:12]([O:15][C:16]([N:18]1[C@H:22]([CH2:23][C:24]2[S:28][C:27]3=[CH:29][N:30]=[CH:31][N:26]3[CH:25]=2)[CH2:21][C@H:20]([S:32][C:33]2[C@H:34]([CH3:50])[C@@H:35]3[C@@H:45]([C@H:46]([OH:48])[CH3:47])[C:44](=[O:49])[N:36]3[C:37]=2[C:38]([O:40][CH2:41][CH:42]=[CH2:43])=[O:39])[CH2:19]1)=[O:17])[CH:13]=[CH2:14]>>[F:1][C:2]([F:11])([F:10])[S:3]([O-:6])(=[O:5])=[O:4].[CH2:12]([O:15][C:16]([N:18]1[C@H:22]([CH2:23][C:24]2[S:28][C:27]3=[CH:29][N:30]([CH2:7][CH2:8][F:9])[CH:31]=[N+:26]3[CH:25]=2)[CH2:21][C@H:20]([S:32][C:33]2[C@H:34]([CH3:50])[C@@H:35]3[C@@H:45]([C@H:46]([OH:48])[CH3:47])[C:44](=[O:49])[N:36]3[C:37]=2[C:38]([O:40][CH2:41][CH:42]=[CH2:43])=[O:39])[CH2:19]1)=[O:17])[CH:13]=[CH2:14] |f:2.3|. Reported procedure: 2-Fluoroethyl trifluoromethanesulfonate (76.4 mg) is added to 41.1 mg of allyl(1R,5S,6S)-2-[(3S,5S)-1-allyloxycarbonyl-5-(imidazo[5,1-b]thiazol-2-yl)methylpyrrolidin-3-yl]thio-6-((1R)-1-hydroxyethyl)-1-methylcarbapen-2-em-3-carboxylate described in Example 23-a), and the mixture is stirred in an argon atmosphere at room temperature for 2 hr. The solvent is removed by evaporation under reduced pressure, and the residue is purified by column chromatography on Sephadex LH-20 (dichloromethane:methan... Starting materials: CC1=CC=C(C2=CC=CC=C12)C(=O)O (4-methyl-1-napthoic acid), S(=O)(Cl)Cl (thionyl chloride). The solvent is ClCCl (dichloromethane). Yields the product CC1=CC=C(C2=CC=CC=C12)C(=O)Cl (4-Methyl-1-napthoyl chloride). RXN SMILES: [CH3:1][C:2]1[C:11]2[C:6](=[CH:7][CH:8]=[CH:9][CH:10]=2)[C:5]([C:12]([OH:14])=O)=[CH:4][CH:3]=1.S(Cl)([Cl:17])=O>ClCCl>[CH3:1][C:2]1[C:11]2[C:6](=[CH:7][CH:8]=[CH:9][CH:10]=2)[C:5]([C:12]([Cl:17])=[O:14])=[CH:4][CH:3]=1. Procedure: To a solution of 0.35 g (1.89 mmol) of 4-methyl-1-napthoic acid in 3 mL of dry dichloromethane under argon, was added 2.5 ml (34.3 mmol) of thionyl chloride. The solution was refluxed for 4 hrs and the solvent and excess thionyl chloride were removed by vacuum distillation to give a red oil, which was used without further purification. Reactants: BrCC1=C(N=NN1C1=CC=C(C=C1)C(=O)NCC)C(=O)NC1CC1 (5-(Bromomethyl)-N-cyclopropyl-1-{4-[(ethylamino)carbonyl]phenyl}-1H-1,2,3-triazole-4-carboxamide), P(OCC)(OCC)OCC (triethyl phosphite). Conditions: temperature 120 celsius, time 3 day. Yields the product C1(CC1)NC(=O)C=1N=NN(C1CP(=O)(OCC)OCC)C1=CC=C(C=C1)C(=O)NCC (N-cyclopropyl-5-(diethylphosphonomethyl)-1-{4-[(ethylamino)carbonyl]phenyl}-1H-1,2,3-triazole-4-carboxamide). As a reaction SMILES: Br[CH2:2][C:3]1[N:7]([C:8]2[CH:13]=[CH:12][C:11]([C:14]([NH:16][CH2:17][CH3:18])=[O:15])=[CH:10][CH:9]=2)[N:6]=[N:5][C:4]=1[C:19]([NH:21][CH:22]1[CH2:24][CH2:23]1)=[O:20].[P:25]([O:32]CC)([O:29][CH2:30][CH3:31])[O:26][CH2:27][CH3:28]>>[CH:22]1([NH:21][C:19]([C:4]2[N:5]=[N:6][N:7]([C:8]3[CH:13]=[CH:12][C:11]([C:14]([NH:16][CH2:17][CH3:18])=[O:15])=[CH:10][CH:9]=3)[C:3]=2[CH2:2][P:25]([O:29][CH2:30][CH3:31])([O:26][CH2:27][CH3:28])=[O:32])=[O:20])[CH2:24][CH2:23]1. Reported procedure: 5-(Bromomethyl)-N-cyclopropyl-1-{4-[(ethylamino)carbonyl]phenyl}-1H-1,2,3-triazole-4-carboxamide (890 mg) obtained in Example 321a) was dissolved in triethyl phosphite (2 ml), and the mixture was stirred at 120° C. for 3 days. An excess amount of triethyl phosphite was evaporated under reduced pressure, and the obtained residue was purified by silica gel column (ethyl acetate to ethyl acetate/methanol=4/1) to give the title compound as a colorless oil (640 mg). Reactants: COC(=O)C(CCSC)NC(=O)c1ccc([N+](=O)[O-])cc1-c1ccccc1, CCOC(C)=O, [Na+], O=C([O-])O. The product is COC(=O)C(CCSC)NC(=O)c1ccc(N)cc1-c1ccccc1. As a reaction SMILES: [CH3:1][O:2][C:3]([CH:4]([NH:5][C:6]([c:7]1[c:8](-[c:16]2[cH:17][cH:18][cH:19][cH:20][cH:21]2)[cH:9][c:10]([N+:13]([O-:14])=[O:15])[cH:11][cH:12]1)=[O:22])[CH2:23][CH2:24][S:25][CH3:26])=[O:27].[CH3:33][CH2:34][O:35][C:36](=[O:37])[CH3:38].[Na+:32].[O-:28][C:29]([OH:30])=[O:31]>>[CH3:1][O:2][C:3]([CH:4]([NH:5][C:6]([c:7]1[c:8](-[c:16]2[cH:17][cH:18][cH:19][cH:20][cH:21]2)[cH:9][c:10]([NH2:13])[cH:11][cH:12]1)=[O:22])[CH2:23][CH2:24][S:25][CH3:26])=[O:27].